Task: describe an organic reaction: reactants, conditions, products, and yield. Dataset: the Open Reaction Database (ORD), a public repository of structured organic reaction records Reactants: ClCCCN1C(NC2=C1C=CC=C2)=O (1-(3-chloropropyl)-1,3-dihydro-2H-benzimidazol-2-one), ClC1=C(C=C(C=C1)N1CNC(C12CCNCC2)=O)C (1-(4-chloro-3-methylphenyl)-1,3,8-triazaspiro[4,5]decan-4-one), C([O-])([O-])=O.[Na+].[Na+] (sodium carbonate), [I-].[K+] (potassium iodide). Solvent: O (water), O (water), CC(CC(C)=O)C (4-methyl-2-pentanone). The product is ClC1=C(C=C(C=C1)N1CNC(C12CCN(CC2)CCCN2C(NC1=C2C=CC=C1)=O)=O)C (1-(4-chloro-3-methylphenyl)-8-[3-(2,3-dihydro-2-oxo-1H-benzimidazol-1-yl)propyl]-1,3,8-triazaspiro[4,5]decan-4-one). Isolated yield 36.7%. RXN SMILES: Cl[CH2:2][CH2:3][CH2:4][N:5]1[C:9]2[CH:10]=[CH:11][CH:12]=[CH:13][C:8]=2[NH:7][C:6]1=[O:14].[Cl:15][C:16]1[CH:21]=[CH:20][C:19]([N:22]2[C:26]3([CH2:31][CH2:30][NH:29][CH2:28][CH2:27]3)[C:25](=[O:32])[NH:24][CH2:23]2)=[CH:18][C:17]=1[CH3:33].C(=O)([O-])[O-].[Na+].[Na+].[I-].[K+]>O.CC(C)CC(=O)C>[Cl:15][C:16]1[CH:21]=[CH:20][C:19]([N:22]2[C:26]3([CH2:27][CH2:28][N:29]([CH2:2][CH2:3][CH2:4][N:5]4[C:9]5[CH:10]=[CH:11][CH:12]=[CH:13][C:8]=5[NH:7][C:6]4=[O:14])[CH2:30][CH2:31]3)[C:25](=[O:32])[NH:24][CH2:23]2)=[CH:18][C:17]=1[CH3:33] |f:2.3.4,5.6|. Reported procedure: Mixture of 4.21 parts of 1-(3-chloropropyl)-1,3-dihydro-2H-benzimidazol-2-one, 5 parts of 1-(4-chloro-3-methylphenyl)-1,3,8-triazaspiro[4,5]decan-4-one, 5.3 parts of sodium carbonate, 0.1 parts of potassium iodide and 200 parts of 4-methyl-2-pentanone is stirred and refluxed for 6 hours with water-separator. After cooling, water is added and the layers are separated. The organic phase is dried, filtered and evaporated. The residue is crystallized from a mixture of methanol and N,N-dimethylformam... Starting materials: ClC1=C(C(=CC=C1CNC(C(C)(C)C)=O)Cl)NC1=NC=2C(=NC(=C(C2)C(=O)O)N2CCC(CC2)C(F)(F)F)N1C (2-{2,6-dichloro-3-[(2,2-dimethyl-propionylamino)-methyl]-phenylamino}-5-[4-trifluoromethyl-piperidinyl]-3-methyl-3H-imidazo[4,5-b]pyridine-6-carboxylic acid), ClC(=C(C)C)N(C)C ((1-chloro-2-methyl-propenyl)-dimethylamine), FC(OC1=CC=C(N)C=C1)(F)F (4-trifluoromethoxyaniline), N1=CC=CC=C1 (pyridine). The solvent is C(Cl)Cl (DCM), CC#N (MeCN). Run at time 30 minute. The product is FC(OC1=CC=C(C=C1)NC(=O)C=1C=C2C(=NC1N1CCC(CC1)C(F)(F)F)N(C(=N2)NC2=C(C(=CC=C2Cl)CNC(C(C)(C)C)=O)Cl)C)(F)F (N-(4-Trifluoromethoxyphenyl)-2-{2,6-dichloro-3-[(2,2-dimethyl-propionylamino)-methyl]-phenylamino}-5-[4-trifluoromethyl-piperidinyl]-3-methyl-3H-imidazo[4,5-b]pyridine-6-carboxamide). As a reaction SMILES: [Cl:1][C:2]1[C:7]([CH2:8][NH:9][C:10](=[O:15])[C:11]([CH3:14])([CH3:13])[CH3:12])=[CH:6][CH:5]=[C:4]([Cl:16])[C:3]=1[NH:17][C:18]1[N:39]([CH3:40])[C:21]2=[N:22][C:23]([N:29]3[CH2:34][CH2:33][CH:32]([C:35]([F:38])([F:37])[F:36])[CH2:31][CH2:30]3)=[C:24]([C:26](O)=[O:27])[CH:25]=[C:20]2[N:19]=1.ClC(N(C)C)=C(C)C.[F:49][C:50]([F:60])([F:59])[O:51][C:52]1[CH:58]=[CH:57][C:55]([NH2:56])=[CH:54][CH:53]=1.N1C=CC=CC=1>CC#N.C(Cl)Cl>[F:49][C:50]([F:59])([F:60])[O:51][C:52]1[CH:53]=[CH:54][C:55]([NH:56][C:26]([C:24]2[CH:25]=[C:20]3[N:19]=[C:18]([NH:17][C:3]4[C:4]([Cl:16])=[CH:5][CH:6]=[C:7]([CH2:8][NH:9][C:10](=[O:15])[C:11]([CH3:13])([CH3:14])[CH3:12])[C:2]=4[Cl:1])[N:39]([CH3:40])[C:21]3=[N:22][C:23]=2[N:29]2[CH2:30][CH2:31][CH:32]([C:35]([F:36])([F:38])[F:37])[CH2:33][CH2:34]2)=[O:27])=[CH:57][CH:58]=1. Reported procedure: A mixture of 2-{2,6-dichloro-3-[(2,2-dimethyl-propionylamino)-methyl]-phenylamino}-5-[4-trifluoromethyl-piperidinyl]-3-methyl-3H-imidazo[4,5-b]pyridine-6-carboxylic acid (54 mg, 0.090 mmol), (1-chloro-2-methyl-propenyl)-dimethylamine (0.026 mL, 0.20 mmol) and DCM (2 mL) is stirred for 30 min. This mixture is added to 4-trifluoromethoxyaniline (0.100 mmol) and pyridine (25 μL, 0.32 mmol) in MeCN (1 mL) and it is stirred for 2 h at 40° C. and overnight at 60° C. The mixture is concentrated and the... Starting materials: C1(=CC=CC2=CC=CC=C12)C1=NOC(=C1C(=O)O)C (3-(1-naphthyl)-5-methylisoxazole-4-carboxylic acid), ClC1=CC(=C(N)C=C1N1CCNCC1)[N+](=O)[O-] (4-chloro-2-nitro-5-(piperazin-1-yl)aniline), C(CCl)Cl (EDC), CN(C)C=O (DMF). Reagents/catalysts: CN(C)C=1C=CN=CC1 (DMAP). Run in C(Cl)Cl (DCM). Product: NC=1C(=CC(=C(C1)N1CCN(CC1)C(=O)C=1C(=NOC1C)C1=CC=CC2=CC=CC=C12)Cl)[N+](=O)[O-] ((4-(5-amino-2-chloro-4-nitrophenyl)piperazin-1-yl)(5-methyl-3-(naphthalen-1-yl)isoxazol-4-yl)methanone). As a reaction SMILES: [C:1]1([C:11]2[C:15]([C:16](O)=[O:17])=[C:14]([CH3:19])[O:13][N:12]=2)[C:10]2[C:5](=[CH:6][CH:7]=[CH:8][CH:9]=2)[CH:4]=[CH:3][CH:2]=1.[Cl:20][C:21]1[C:27]([N:28]2[CH2:33][CH2:32][NH:31][CH2:30][CH2:29]2)=[CH:26][C:24]([NH2:25])=[C:23]([N+:34]([O-:36])=[O:35])[CH:22]=1.C(Cl)CCl.CN(C=O)C>CN(C1C=CN=CC=1)C.C(Cl)Cl>[NH2:25][C:24]1[C:23]([N+:34]([O-:36])=[O:35])=[CH:22][C:21]([Cl:20])=[C:27]([N:28]2[CH2:33][CH2:32][N:31]([C:16]([C:15]3[C:11]([C:1]4[C:10]5[C:5](=[CH:6][CH:7]=[CH:8][CH:9]=5)[CH:4]=[CH:3][CH:2]=4)=[N:12][O:13][C:14]=3[CH3:19])=[O:17])[CH2:30][CH2:29]2)[CH:26]=1. Procedure details: A mixture of 3-(1-naphthyl)-5-methylisoxazole-4-carboxylic acid (394 mg, 1.558 mmol), 4-chloro-2-nitro-5-(piperazin-1-yl)aniline (400 mg, 1.558 mmol, prepared as described in [El-Abadelah, M. M.; Nazer, M. Z.; El-Abadla, N. S.; Awadallah, A. M. Asian Journal of Chemistry 1999, 11(4), 1463-1468.]), EDC (448 mg, 2.337 mmol), and DMAP (571 mg, 4.67 mmol) in DCM (5 mL)/DMF (3 mL) was stirred overnight. The reactants are [BH3-]C#N, C1CCOC1, COc1cc(OCCCC(=O)O)cc(OC)c1C=O, ClCCl, [N-]=[N+]=NCC1CN(c2ccc(SC(c3ccccc3)(c3ccccc3)c3ccccc3)c(F)c2)C(=O)O1, [Na+], c1ccc(P(c2ccccc2)c2ccccc2)cc1, c1ccncc1. Yields the product NCC1CN(c2ccc(SC(c3ccccc3)(c3ccccc3)c3ccccc3)c(F)c2)C(=O)O1. RXN SMILES: [C:76]([BH3-:77])#[N:78].[CH2:83]1[O:84][CH2:85][CH2:86][CH2:87]1.[CH:1]([c:2]1[c:3]([O:4][CH3:5])[cH:6][c:7]([O:8][CH2:9][CH2:10][CH2:11][C:12]([OH:13])=[O:14])[cH:15][c:16]1[O:17][CH3:18])=[O:19].[Cl:80][CH2:81][Cl:82].[N:39](=[N+:40]=[N-:41])[CH2:42][CH:43]1[CH2:44][N:45]([c:49]2[cH:50][c:51]([F:75])[c:52]([S:55][C:56]([c:57]3[cH:58][cH:59][cH:60][cH:61][cH:62]3)([c:63]3[cH:64][cH:65][cH:66][cH:67][cH:68]3)[c:69]3[cH:70][cH:71][cH:72][cH:73][cH:74]3)[cH:53][cH:54]2)[C:46](=[O:48])[O:47]1.[Na+:79].[c:20]1([P:21]([c:22]2[cH:23][cH:24][cH:25][cH:26][cH:27]2)[c:28]2[cH:29][cH:30][cH:31][cH:32][cH:33]2)[cH:34][cH:35][cH:36][cH:37][cH:38]1.[cH:88]1[cH:89][cH:90][n:91][cH:92][cH:93]1>>[NH2:39][CH2:42][CH:43]1[CH2:44][N:45]([c:49]2[cH:50][c:51]([F:75])[c:52]([S:55][C:56]([c:57]3[cH:58][cH:59][cH:60][cH:61][cH:62]3)([c:63]3[cH:64][cH:65][cH:66][cH:67][cH:68]3)[c:69]3[cH:70][cH:71][cH:72][cH:73][cH:74]3)[cH:53][cH:54]2)[C:46](=[O:48])[O:47]1. Starting materials: Brc1ccc(C2CC2)cc1, C1CCOC1, [Li]CCCC, CN(C)C=O. The product is O=Cc1ccc(C2CC2)cc1. Reaction SMILES: [Br:1][c:2]1[cH:3][cH:4][c:5]([CH:8]2[CH2:9][CH2:10]2)[cH:6][cH:7]1.[CH2:21]1[O:22][CH2:23][CH2:24][CH2:25]1.[CH3:11][CH2:12][CH2:13][CH2:14][Li:15].[O:16]=[CH:17][N:18]([CH3:19])[CH3:20]>>[c:2]1([CH:17]=[O:16])[cH:3][cH:4][c:5]([CH:8]2[CH2:9][CH2:10]2)[cH:6][cH:7]1. Starting materials: C(C)(C)(C)C1=CC=C(C=C1)Br (4-tert-butylbromobenzene), CC(C)([O-])C.[Na+] (sodium tert-butoxide), C(CCCCC)N (n-hexylamine), Ph5FcP(t-Bu)2. Reagents/catalysts: CC(=O)[O-].CC(=O)[O-].[Pd+2] (Pd(OAc)2). Solvent: C1(=CC=CC=C1)C (toluene). The product is C(C)(C)(C)C1=CC=C(C=C1)N(C1=CC=C(C=C1)C(C)(C)C)CCCCCC (N,N-di(4-tert-butylphenyl)-n-hexylamine). The yield is 99.6%. As a reaction SMILES: [C:1]([C:5]1[CH:10]=[CH:9][C:8](Br)=[CH:7][CH:6]=1)([CH3:4])([CH3:3])[CH3:2].[CH2:12]([NH2:18])[CH2:13][CH2:14][CH2:15][CH2:16][CH3:17].[CH3:19][C:20]([CH3:23])([O-])[CH3:21].[Na+]>C1(C)C=CC=CC=1.CC([O-])=O.CC([O-])=O.[Pd+2]>[C:1]([C:5]1[CH:10]=[CH:9][C:8]([N:18]([CH2:2][CH2:1][CH2:5][CH2:6][CH2:7][CH3:8])[C:12]2[CH:17]=[CH:16][C:15]([C:20]([CH3:23])([CH3:21])[CH3:19])=[CH:14][CH:13]=2)=[CH:7][CH:6]=1)([CH3:4])([CH3:3])[CH3:2] |f:2.3,5.6.7|. Procedure: According to the general procedure B, 4-tert-butylbromobenzene (214 mg, 1.00 mmol) reacted with n-hexylamine (66 μl, 0.50 mmol) using 1 mol % of Pd(OAc)2, 2 mol % of Ph5FcP(t-Bu)2, and sodium tert-butoxide (116 mg, 1.21 mmol) in toluene at 100° C. for 4 h to give the title compound (182 mg, 99%) as an oil: 1H-NMR (400 MHz, CDCl3): δ 7.17 (d, 4H, J=8.4Hz), 6.82 (d, 4H, J=8.8 Hz), 3.55 (t, 2H, J=7.2 and 8.0 Hz), 1.57 (m, 2H), 1.22 (s, 18H), 0.79 (t, 3H, J=6.4 and 6.8 Hz). 13C{1H}-NMR (100 MHz, CDC... The reactants are C[Si](C)(C)CCN1C(=O)CN(c2ccc(C=O)cc2OCc2ccccc2)S1(=O)=O, CC[SiH](CC)CC, c1ccccc1. Yields the product C[Si](C)(C)CCN1C(=O)CN(c2ccc(CO)cc2OCc2ccccc2)S1(=O)=O. RXN SMILES: [CH2:1]([c:2]1[cH:3][cH:4][cH:5][cH:6][cH:7]1)[O:8][c:9]1[cH:10][c:11]([CH:12]=[O:13])[cH:14][cH:15][c:16]1[N:17]1[S:18](=[O:29])(=[O:30])[N:19]([CH2:23][CH2:24][Si:25]([CH3:26])([CH3:27])[CH3:28])[C:20](=[O:22])[CH2:21]1.[CH2:31]([SiH:32]([CH2:33][CH3:34])[CH2:35][CH3:36])[CH3:37].[cH:38]1[cH:39][cH:40][cH:41][cH:42][cH:43]1>>[CH2:1]([c:2]1[cH:3][cH:4][cH:5][cH:6][cH:7]1)[O:8][c:9]1[cH:10][c:11]([CH2:12][OH:13])[cH:14][cH:15][c:16]1[N:17]1[S:18](=[O:29])(=[O:30])[N:19]([CH2:23][CH2:24][Si:25]([CH3:26])([CH3:27])[CH3:28])[C:20](=[O:22])[CH2:21]1. Reactants: FC(C1=CC(=NC=2N1N=CC2C(=O)O)C2=CC=C(C=C2)C(F)(F)F)(F)F (7-trifluoromethyl-5-(4-trifluoromethyl-phenyl)-pyrazolo[1,5-a]pyrimidine-3-carboxylic acid), OCCNS(=O)(=O)C1=C(N=C(S1)N)C (2-Amino-4-methyl-thiazole-5-sulfonic acid (2-hydroxy-ethyl)-amide). The product is OCCNS(=O)(=O)C1=C(N=C(S1)NC(=O)C=1C=NN2C1N=C(C=C2C(F)(F)F)C2=CC=C(C=C2)C(F)(F)F)C (7-Trifluoromethyl-5-(4-trifluoromethyl-phenyl)-pyrazolo[1,5-a]pyrimidine-3-carboxylic acid [5-(2-hydroxy-ethylsulfamoyl)-4-methyl-thiazol-2-yl]-amide). RXN SMILES: [F:1][C:2]([F:26])([F:25])[C:3]1[N:8]2[N:9]=[CH:10][C:11]([C:12](O)=[O:13])=[C:7]2[N:6]=[C:5]([C:15]2[CH:20]=[CH:19][C:18]([C:21]([F:24])([F:23])[F:22])=[CH:17][CH:16]=2)[CH:4]=1.[OH:27][CH2:28][CH2:29][NH:30][S:31]([C:34]1[S:38][C:37]([NH2:39])=[N:36][C:35]=1[CH3:40])(=[O:33])=[O:32]>>[OH:27][CH2:28][CH2:29][NH:30][S:31]([C:34]1[S:38][C:37]([NH:39][C:12]([C:11]2[CH:10]=[N:9][N:8]3[C:3]([C:2]([F:26])([F:25])[F:1])=[CH:4][C:5]([C:15]4[CH:20]=[CH:19][C:18]([C:21]([F:24])([F:22])[F:23])=[CH:17][CH:16]=4)=[N:6][C:7]=23)=[O:13])=[N:36][C:35]=1[CH3:40])(=[O:32])=[O:33]. Reported procedure: The title compound was prepared from 7-trifluoromethyl-5-(4-trifluoromethyl-phenyl)-pyrazolo[1,5-a]pyrimidine-3-carboxylic acid (example C.1) and 2-amino-4-methyl-thiazole-5-sulfonic acid (2-hydroxy-ethyl)-amide (example B.10) according to general procedure II. Yellow solid, MS (ISP) 593.1 [(M−H)−]; mp 166° C. Reactants: COC1=CC=2C=CC3=C4C=CC(=CC4=CC=C3C2C=C1)OC (2,8-dimethoxychrysene), C(Cl)Cl (methylene chloride), B(Br)(Br)Br (boron tribromide). Run in O (water). Reaction conditions: temperature -60 celsius, time 18 hour. Yields the product C1=C(C=CC=2C3=CC=C4C=C(C=CC4=C3C=CC12)O)O (chrysene-2,8-diol). As a reaction SMILES: C[O:2][C:3]1[CH:20]=[CH:19][C:18]2[C:17]3[C:8](=[C:9]4[C:14](=[CH:15][CH:16]=3)[CH:13]=[C:12]([O:21]C)[CH:11]=[CH:10]4)[CH:7]=[CH:6][C:5]=2[CH:4]=1.C(Cl)Cl.B(Br)(Br)Br>O>[CH:4]1[C:5]2[CH:6]=[CH:7][C:8]3[C:17](=[CH:16][CH:15]=[C:14]4[C:9]=3[CH:10]=[CH:11][C:12]([OH:21])=[CH:13]4)[C:18]=2[CH:19]=[CH:20][C:3]=1[OH:2]. Procedure: Under an argon gas flow, 24 g (0.083 mol) of 2,8-dimethoxychrysene and 2 L of methylene chloride were charged into a 3 L glass flask equipped with a condenser, and cooled to −60° C. Successively, 4.1 g (0.17 mol) of boron tribromide was slowly dropped into the flask, and then the contents of the flask were stirred at room temperature for 18 h. After completion of the reaction, 1 L of water was added to the flask to separate an organic layer from the reaction solution. The resultant crude crystal... Starting materials: C(C)(C)C=1C=CC2=C(N=CN=C2NC=2C=C(C(=O)Cl)C=CC2SC2=CC=C(C=C2)OC)N1 (3-(7-Isopropyl-pyrido[2,3-d]pyrimidin-4-ylamino)-4-(4-methoxy-phenylsulfanyl)-benzoyl chloride), COC1=CC(=CC=C1)N (m-anisidine), NC1=CC=C(C(=C1)O)C (5-amino-o-cresol). Product: C(C)(C)C=1C=CC2=C(N=CN=C2NC=2C=C(C(=O)NC3=CC(=CC=C3)OC)C=CC2SC2=CC=C(C=C2)OC)N1 (3-(7-Isopropyl-pyrido[2,3-d]pyrimidin-4-ylamino)-N-(3-methoxy-phenyl)-4-(4-methoxy-phenylsulfanyl)-benzamide). Reaction SMILES: [CH:1]([C:4]1[CH:5]=[CH:6][C:7]2[C:12]([NH:13][C:14]3[CH:15]=[C:16]([CH:20]=[CH:21][C:22]=3[S:23][C:24]3[CH:29]=[CH:28][C:27]([O:30][CH3:31])=[CH:26][CH:25]=3)[C:17](Cl)=[O:18])=[N:11][CH:10]=[N:9][C:8]=2[N:32]=1)([CH3:3])[CH3:2].[CH3:33][O:34][C:35]1[CH:40]=[CH:39][CH:38]=[C:37]([NH2:41])[CH:36]=1.NC1C=C(O)C(C)=CC=1>>[CH:1]([C:4]1[CH:5]=[CH:6][C:7]2[C:12]([NH:13][C:14]3[CH:15]=[C:16]([CH:20]=[CH:21][C:22]=3[S:23][C:24]3[CH:29]=[CH:28][C:27]([O:30][CH3:31])=[CH:26][CH:25]=3)[C:17]([NH:41][C:37]3[CH:38]=[CH:39][CH:40]=[C:35]([O:34][CH3:33])[CH:36]=3)=[O:18])=[N:11][CH:10]=[N:9][C:8]=2[N:32]=1)([CH3:3])[CH3:2]. Procedure: The product from Example 137B was reacted with m-anisidine according to the procedure from Example 137C substituting m-anisidine for 5-amino-o-cresol to provide the title compound as an off white solid after silica gel chromatography (60 mg, 85%). 1H NMR (300 MHz, DMSO-D6) δ ppm: 1.34 (d, J=6.99 Hz, 6H), 3.17-3.29 (m, 1H), 3.74 (s, 3H), 3.77 (s, 3H), 6.68 (dd, J=8.09, 1.84 Hz, 1H), 6.92-6.98 (m, 1H), 6.99 (d, J=8.82 Hz, 2H), 7.24 (t, J=8.09 Hz, 1H), 7.31-7.50 (m, 5H), 7.68 (d, J=8.09 Hz, 1H), 7....